Dataset: the Open Reaction Database (ORD), a public repository of structured organic reaction records. Task: describe an organic reaction: reactants, conditions, products, and yield Reactants: O (water), C(C)(=O)NC1=C(C2=C(S1)C=CC=C2)C#N (2-acetamido-3-cyanobenzo(b)thiophene), C(C)O (ethanol), Cl (hydrochloric acid), O (water). Product: OC1=C(C2=C(S1)C=CC=C2)C(=O)N (2-hydroxybenzo(b)thiophene-3-carboxamide). As a reaction SMILES: C(N[C:5]1[S:9][C:8]2[CH:10]=[CH:11][CH:12]=[CH:13][C:7]=2[C:6]=1[C:14]#[N:15])(=O)C.C([OH:18])C.Cl.[OH2:20]>>[OH:20][C:5]1[S:9][C:8]2[CH:10]=[CH:11][CH:12]=[CH:13][C:7]=2[C:6]=1[C:14]([NH2:15])=[O:18]. Procedure: A mixture of 2-acetamido-3-cyanobenzo(b)thiophene (2.2 g, 0.01 m), ethanol (25 ml), water (15 ml) and concentrated hydrochloric acid (25 ml) is heated under reflux for 12 hours. The reaction mixture is diluted with water, aged and filtered to yield 2-hydroxybenzo(b)thiophene-3-carboxamide. Reactants: ClC1=NC=C(C=C1CO)F ((2-chloro-5-fluoro-pyridin-3-yl)-methanol), S(=O)(Cl)Cl (thionyl chloride), [N-]=[N+]=[N-].[Na+] (sodium azide). The product is N(=[N+]=[N-])CC=1C(=NC=C(C1)F)Cl (3-(azidomethyl)-2-chloro-5-fluoropyridine). Reaction SMILES: [Cl:1][C:2]1[C:7]([CH2:8]O)=[CH:6][C:5]([F:10])=[CH:4][N:3]=1.S(Cl)(Cl)=O.[N-:15]=[N+:16]=[N-:17].[Na+]>>[N:15]([CH2:8][C:7]1[C:2]([Cl:1])=[N:3][CH:4]=[C:5]([F:10])[CH:6]=1)=[N+:16]=[N-:17] |f:2.3|. Procedure details: (2-chloro-5-fluoro-pyridin-3-yl)-methanol, thionyl chloride and sodium azide were processed according to the method of Example 115A to provide the product. MS (ESI+) m/z 187 (M+H)+. The reactants are C(C1=CC=CC=C1)N(C)CC(O)C1=CC(O)=C(O)C=C1 (N-benzyladrenaline), [H][H] (hydrogen). The reagents and catalysts are [Pd] (palladium-charcoal). Run in O (water), S(O)(O)(=O)=O (sulfuric acid). Product: CNCC(O)C1=CC(O)=C(O)C=C1 (adrenaline). Reaction SMILES: [CH2:1]([N:8]([CH2:10][CH:11]([C:13]1[CH:20]=[CH:19][C:17]([OH:18])=[C:15]([OH:16])[CH:14]=1)[OH:12])C)C1C=CC=CC=1.[H][H]>O.S(=O)(=O)(O)O.[Pd]>[CH3:1][NH:8][CH2:10][CH:11]([C:13]1[CH:20]=[CH:19][C:17]([OH:18])=[C:15]([OH:16])[CH:14]=1)[OH:12]. Procedure: Benzyladrenaline 2 is dissolved in about 10 ml of water and about 5 ml of 18% sulfuric acid (pH: about 5.5), about 50 mg of palladium-charcoal (10%) are added and the mixture is hydrogenated at about 60° C. under 2 bar of hydrogen pressure. It is then evaporated down to about half its volume, about 20 ml of methanol are added and the mixture is cooled. The crystalline product (adrenaline sulphate 3) is filtered off and dried. Starting materials: C(C)(C)(C)OC(=O)N1CCC(CC1)NC1=C(C=CC=C1)CN1C(C=2C(C1=O)=CC=CC2)=O (1-(tert-butoxycarbonyl)-4-[(2-phthalimidylmethylphenyl)amino]piperidine), O.NN (hydrazine monohydrate). Solvent: C(C)O (ethanol). Run at temperature 40 celsius, time 1 hour. The product is C(C)(C)(C)OC(=O)N1CCC(CC1)NC1=C(C=CC=C1)CN (1-(tert-butoxycarbonyl)-4-[(2-aminomethylphenyl)amino]piperidine). The yield is 74.4%. RXN SMILES: [C:1]([O:5][C:6]([N:8]1[CH2:13][CH2:12][CH:11]([NH:14][C:15]2[CH:20]=[CH:19][CH:18]=[CH:17][C:16]=2[CH2:21][N:22]2C(=O)C3=CC=CC=C3C2=O)[CH2:10][CH2:9]1)=[O:7])([CH3:4])([CH3:3])[CH3:2].O.NN>C(O)C>[C:1]([O:5][C:6]([N:8]1[CH2:9][CH2:10][CH:11]([NH:14][C:15]2[CH:20]=[CH:19][CH:18]=[CH:17][C:16]=2[CH2:21][NH2:22])[CH2:12][CH2:13]1)=[O:7])([CH3:4])([CH3:2])[CH3:3] |f:1.2|. Reported procedure: Subsequently, the resulting crude 1-(tert-butoxycarbonyl)-4-[(2-phthalimidylmethylphenyl)amino]piperidine (420 mg) was dissolved in ethanol (8 ml), added with hydrazine monohydrate (0.23 ml) and stirred at room temperature for 1 hour and at 40° C. for 1 hour. After insoluble matters were removed by filtration from the reaction mixture, the solvent was evaporated under reduced pressure. The residue was added with water (10 ml) and extracted twice with dichloromethane (10 ml). The solvent was evap... The product is CCC1C(=O)N(C)c2cnc(Nc3ccc(N4CCN(CCCN)CC4)cc3OC)nc2N1C(C)C. Reactants: CCC1C(=O)N(C)c2cnc(Nc3ccc(N4CCN(CCCNC(=O)OCc5ccccc5)CC4)cc3OC)nc2N1C(C)C, CO, [H][H], [OH-], [OH-], [Pd+2]. RXN SMILES: [CH2:1]([CH3:2])[CH:3]1[C:4](=[O:46])[N:5]([CH3:45])[c:6]2[cH:7][n:8][c:9]([NH:16][c:17]3[c:18]([O:43][CH3:44])[cH:19][c:20]([N:23]4[CH2:24][CH2:25][N:26]([CH2:29][CH2:30][CH2:31][NH:32][C:33](=[O:34])[O:35][CH2:36][c:37]5[cH:38][cH:39][cH:40][cH:41][cH:42]5)[CH2:27][CH2:28]4)[cH:21][cH:22]3)[n:10][c:11]2[N:12]1[CH:13]([CH3:14])[CH3:15].[CH3:49][OH:50].[H:47][H:48].[OH-:51].[OH-:53].[Pd+2:52]>>[CH2:1]([CH3:2])[CH:3]1[C:4](=[O:46])[N:5]([CH3:45])[c:6]2[cH:7][n:8][c:9]([NH:16][c:17]3[c:18]([O:43][CH3:44])[cH:19][c:20]([N:23]4[CH2:24][CH2:25][N:26]([CH2:29][CH2:30][CH2:31][NH2:32])[CH2:27][CH2:28]4)[cH:21][cH:22]3)[n:10][c:11]2[N:12]1[CH:13]([CH3:14])[CH3:15]. Reactants: O (Water), [OH-].[Na+] (NaOH), CN(CC(=O)N1CCC2=CC(=C(C=C12)NC=1N=C(C2=C(N1)N(C=C2)S(=O)(=O)C2=CC=C(C=C2)C)NC2=CC=C(C(=C2C(=O)NC)F)F)OC)C (6-({2-{[1-(N,N-dimethylglycyl)-5-(methyloxy)-2,3-dihydro-1H-indol-6-yl]amino}-7-[(4-methylphenyl)sulfonyl]-7H-pyrrolo[2,3-d]pyrimidin-4-yl}amino)-2,3-difluoro-N-methylbenzamide). Run in C(C)(=O)OCC (ethyl acetate), O1CCOCC1 (1,4-dioxane). Run at temperature 120 celsius. Product: CN(CC(=O)N1CCC2=CC(=C(C=C12)NC1=NC(=C2C(N1)=NC=C2)NC2=CC=C(C(=C2C(=O)NC)F)F)OC)C (6-[(2-{[1-(N,N-dimethylglycyl)-5-(methyloxy)-2,3-dihydro-1H-indol-6-yl]amino}-1H-pyrrolo[2,3-d]pyrimidin-4-yl)amino]-2,3-difluoro-N-methylbenzamide). Yield: 80.3%. Reaction SMILES: [CH3:1][N:2]([CH3:50])[CH2:3][C:4]([N:6]1[C:14]2[C:9](=[CH:10][C:11]([O:48][CH3:49])=[C:12]([NH:15][C:16]3[N:17]=[C:18]([NH:35][C:36]4[C:41]([C:42]([NH:44][CH3:45])=[O:43])=[C:40]([F:46])[C:39]([F:47])=[CH:38][CH:37]=4)[C:19]4[CH:24]=[CH:23][N:22](S(C5C=CC(C)=CC=5)(=O)=O)[C:20]=4[N:21]=3)[CH:13]=2)[CH2:8][CH2:7]1)=[O:5].O.[OH-].[Na+]>O1CCOCC1.C(OCC)(=O)C>[CH3:50][N:2]([CH3:1])[CH2:3][C:4]([N:6]1[C:14]2[C:9](=[CH:10][C:11]([O:48][CH3:49])=[C:12]([NH:15][C:16]3[NH:21][C:20]4=[N:22][CH:23]=[CH:24][C:19]4=[C:18]([NH:35][C:36]4[C:41]([C:42]([NH:44][CH3:45])=[O:43])=[C:40]([F:46])[C:39]([F:47])=[CH:38][CH:37]=4)[N:17]=3)[CH:13]=2)[CH2:8][CH2:7]1)=[O:5] |f:2.3|. Procedure details: 6-({2-{[1-(N,N-dimethylglycyl)-5-(methyloxy)-2,3-dihydro-1H-indol-6-yl]amino}-7-[(4-methylphenyl)sulfonyl]-7H-pyrrolo[2,3-d]pyrimidin-4-yl}amino)-2,3-difluoro-N-methylbenzamide (143 mg, 0.203 mmol) was dissolved in 1,4-dioxane (10 mL) and transferred to a 20 ml microwave vessel. Water (3 mL) and a solution of 6M NaOH (3 ml) and was added and reaction heated in microwave at 120° C. for 10 minutes. Resulting brown solution was diluted with ethyl acetate and washed with a saturated sodium bicarbona... The reactants are Ru[(S,S)-Tsdpen], CC1(C=CC(C1)=O)C (4,4-dimethyl-2-cyclopentenone), C(CC(=O)OC)(=O)OC (dimethyl malonate). The solvent is CC(C)(C)O (2-methyl-2-propanol). Conditions: temperature 40 celsius, time 48 hour. The product is COC(=O)C(C1CC(CC1(C)C)=O)C(=O)OC (3-[bis(methoxycarbonyl)methyl]-4, 4-dimethylcyclopentanone). The yield is 58.2%. Reaction SMILES: [CH3:1][C:2]1([CH3:8])[CH2:6][C:5](=[O:7])[CH:4]=[CH:3]1.[C:9]([O:16][CH3:17])(=[O:15])[CH2:10][C:11]([O:13][CH3:14])=[O:12]>CC(O)(C)C>[CH3:14][O:13][C:11]([CH:10]([C:9]([O:16][CH3:17])=[O:15])[CH:3]1[C:2]([CH3:8])([CH3:1])[CH2:6][C:5](=[O:7])[CH2:4]1)=[O:12]. Reported procedure: Under an atmosphere of argon, 12.3 mg (0.02 mmol, SIC=50) of Ru[(S,S)-Tsdpen] (1,2,3,4,5-pentamethylbenzene), 122 μL (1.0 mmol) of 4,4-dimethyl-2-cyclopentenone, 114 μL (1.0 mmol) of dimethyl malonate, and 1 mL of 2-methyl-2-propanol were placed in a 20 mL Schlenk tube and stirred at 40° C. for 48 hours. This solution was purified by flash column chromatography (hexane/acetone=90/10, SiO2) to give 141 mg (58% yield) of the title compound. After they were converted into an ethylene ketal derivati...